From a dataset of the Open Reaction Database (ORD), a public repository of structured organic reaction records. describe an organic reaction: reactants, conditions, products, and yield Starting materials: CCS(=O)(=O)c1ccc(NS(=O)(=O)NC(C)C)cc1, CS(=O)(=O)O, ClCCl, C1COOOC1. The product is CCS(=O)(=O)c1ccc2c(c1)CN(C(C)C)S(=O)(=O)N2. Reaction SMILES: [CH2:1]([CH3:2])[S:3](=[O:4])(=[O:5])[c:6]1[cH:7][cH:8][c:9]([NH:12][S:13](=[O:14])(=[O:15])[NH:16][CH:17]([CH3:18])[CH3:19])[cH:10][cH:11]1.[CH3:20][S:21](=[O:22])(=[O:23])[OH:24].[Cl:31][CH2:32][Cl:33].[O:25]1[CH2:26][CH2:27][CH2:28][O:29][O:30]1>>[CH2:1]([CH3:2])[S:3](=[O:4])(=[O:5])[c:6]1[cH:7][cH:8][c:9]2[c:10]([cH:11]1)[CH2:20][N:16]([CH:17]([CH3:18])[CH3:19])[S:13](=[O:14])(=[O:15])[NH:12]2. The reactants are C([O-])([O-])=O.[Cs+].[Cs+] (cesium carbonate), CC1(OB(OC1(C)C)C=1C=C(NC1)C(=O)OC)C (methyl 4-(4,4,5,5-tetramethyl-1,3,2-dioxaborolan-2-yl)-1H-pyrrole-2-carboxylate), CC1(OB(OC1(C)C)C=1C=C(NC1)C(=O)OC)C (methyl 4-(4,4,5,5-tetramethyl-1,3,2-dioxaborolan-2-yl)-1H-pyrrole-2-carboxylate), BrCCCOCC1=CC=CC=C1 (1-bromo-3-benzyloxypropane). Run in CN(C)C=O (DMF), O (water). Run at temperature 70 celsius, time 16 hour. Product: C(C1=CC=CC=C1)OCCCN1C(=CC(=C1)B1OC(C(O1)(C)C)(C)C)C(=O)OC (Methyl 1-[3-(benzyloxy)propyl]-4-(4,4,5,5-tetramethyl-1,3,2-dioxaborolan-2-yl)-1H-pyrrole-2-carboxylate). Yield: 46.3%. Reaction SMILES: [CH3:1][C:2]1([CH3:18])[C:6]([CH3:8])([CH3:7])[O:5][B:4]([C:9]2[CH:10]=[C:11]([C:14]([O:16][CH3:17])=[O:15])[NH:12][CH:13]=2)[O:3]1.Br[CH2:20][CH2:21][CH2:22][O:23][CH2:24][C:25]1[CH:30]=[CH:29][CH:28]=[CH:27][CH:26]=1.C(=O)([O-])[O-].[Cs+].[Cs+]>CN(C=O)C.O>[CH2:24]([O:23][CH2:22][CH2:21][CH2:20][N:12]1[CH:13]=[C:9]([B:4]2[O:3][C:2]([CH3:18])([CH3:1])[C:6]([CH3:7])([CH3:8])[O:5]2)[CH:10]=[C:11]1[C:14]([O:16][CH3:17])=[O:15])[C:25]1[CH:30]=[CH:29][CH:28]=[CH:27][CH:26]=1 |f:2.3.4|. Procedure details: A mixture of methyl 4-(4,4,5,5-tetramethyl-1,3,2-dioxaborolan-2-yl)-1H-pyrrole-2-carboxylate (Compound 38F, 600 mg, 2.39 mmol) and 1-bromo-3-benzyloxypropane (575 mg, 2.51 mmol) in DMF (2.19 mL) was charged with cesium carbonate (778 mg, 2.39 mmol). The reaction mixture was allowed to stir at 70° C. for 16 hrs. The reaction mixture was diluted with water and then extracted with EtOAc (2×). The organic layer was washed with water (2×), brine (1×), dried over Na2SO4, filtered, concentrated in vacu... Starting materials: C, CO, CC(C)(C)Cc1nc2cc(S(=O)(=O)C(C)(C)CN=[N+]=[N-])ccc2n1CC1CC1, [Pd]. Yields the product CC(C)(C)Cc1nc2cc(S(=O)(=O)C(C)(C)CN)ccc2n1CC1CC1. As a reaction SMILES: [C:29].[CH3:31][OH:32].[N:1](=[N+:2]=[N-:3])[CH2:4][C:5]([CH3:6])([CH3:7])[S:8](=[O:9])(=[O:10])[c:11]1[cH:12][c:13]2[c:14]([n:15]([CH2:23][CH:24]3[CH2:25][CH2:26]3)[c:16]([CH2:18][C:19]([CH3:20])([CH3:21])[CH3:22])[n:17]2)[cH:27][cH:28]1.[Pd:30]>>[NH2:1][CH2:4][C:5]([CH3:6])([CH3:7])[S:8](=[O:9])(=[O:10])[c:11]1[cH:12][c:13]2[c:14]([n:15]([CH2:23][CH:24]3[CH2:25][CH2:26]3)[c:16]([CH2:18][C:19]([CH3:20])([CH3:21])[CH3:22])[n:17]2)[cH:27][cH:28]1. Starting materials: oil, CC(CCCC)O (2-hexanol), CS(=O)(=O)Cl (methanesulfonyl chloride). Product: CS(=O)(=O)OC(C)CCCC (2-Hexyl methanesulfonate). As a reaction SMILES: [CH3:1][CH:2]([OH:7])[CH2:3][CH2:4][CH2:5][CH3:6].[CH3:8][S:9](Cl)(=[O:11])=[O:10]>>[CH3:8][S:9]([O:7][CH:2]([CH2:3][CH2:4][CH2:5][CH3:6])[CH3:1])(=[O:11])=[O:10]. Procedure: The title compound was prepared by following the general procedure of Example 43 for mesylation as a colorless oil (408 mg, 68%) from 2-hexanol (312 mg, 2.90 mmol) and methanesulfonyl chloride (500 mg, 4.40 mmol). 1H NMR (CDCl3, 300 MHz) δ0.89-0.94 (m, 3H), 1.31-1.43 (m, 5H), 1.57-1.71 (m, 4H), 2.99 (s, 3H), 4.76-4.82 (m, 1H) ppm. Reactants: CCc1ccc(CN)cc1, COC(=O)c1c(Cl)cc(Br)cc1CBr, CCOC(C)=O, Cc1ccccc1, CCCCCC, [K+], [K+], O=C([O-])[O-]. Product: CCc1ccc(CN2Cc3cc(Br)cc(Cl)c3C2=O)cc1. Reaction SMILES: [CH2:15]([CH3:16])[c:17]1[cH:18][cH:19][c:20]([CH2:21][NH2:22])[cH:23][cH:24]1.[CH3:1][O:2][C:3]([c:4]1[c:5]([CH2:12][Br:13])[cH:6][c:7]([Br:11])[cH:8][c:9]1[Cl:10])=[O:14].[CH3:31][CH2:32][O:33][C:34](=[O:35])[CH3:36].[CH3:37][c:38]1[cH:39][cH:40][cH:41][cH:42][cH:43]1.[CH3:44][CH2:45][CH2:46][CH2:47][CH2:48][CH3:49].[K+:25].[K+:26].[O-:27][C:28]([O-:29])=[O:30]>>[C:3]1(=[O:14])[c:4]2[c:5]([cH:6][c:7]([Br:11])[cH:8][c:9]2[Cl:10])[CH2:12][N:22]1[CH2:21][c:20]1[cH:19][cH:18][c:17]([CH2:15][CH3:16])[cH:24][cH:23]1.